From a dataset of the Open Reaction Database (ORD), a public repository of structured organic reaction records. describe an organic reaction: reactants, conditions, products, and yield Reactants: ClC=1C=C2C(C(=O)OC2=O)=CC1Cl (4,5-dichlorophthalic anhydride), C(=O)(OCC)C=P(C1=CC=CC=C1)(C1=CC=CC=C1)C1=CC=CC=C1 ((carbethoxymethylene)triphenylphosphorane). The solvent is C(Cl)(Cl)Cl (chloroform). Yields the product C(C)OC(=O)C=C1OC(=O)C2=CC(=C(C=C12)Cl)Cl (3-Ethoxycarbonylmethylidene-5,6-dichlorophthalide). Isolated yield 70.8%. As a reaction SMILES: [Cl:1][C:2]1[CH:3]=[C:4]2[C:9](=[O:10])[O:8][C:6](=O)[C:5]2=[CH:11][C:12]=1[Cl:13].[C:14]([CH:19]=P(C1C=CC=CC=1)(C1C=CC=CC=1)C1C=CC=CC=1)([O:16][CH2:17][CH3:18])=[O:15]>C(Cl)(Cl)Cl>[CH2:17]([O:16][C:14]([CH:19]=[C:6]1[C:5]2[C:4](=[CH:3][C:2]([Cl:1])=[C:12]([Cl:13])[CH:11]=2)[C:9](=[O:10])[O:8]1)=[O:15])[CH3:18]. Procedure details: A solution of 4,5-dichlorophthalic anhydride (10.0 g) and (carbethoxymethylene)triphenylphosphorane (16.0 g) in chloroform (450 ml) was refluxed for 16 hours. Evaporation of chloroform and chromatography of the residue over silica gel gave the product (9.34 g). As a reaction SMILES: [Br-:23].[Br:1][c:2]1[cH:3][c:4]2[c:5]([nH:6][c:7]1=[O:8])[n:9](-[c:12]1[c:13]([F:19])[cH:14][cH:15][cH:16][c:17]1[F:18])[n:10][cH:11]2.[CH3:24][I:25].[CH3:26][O:27][CH2:28][CH2:29][O:30][CH3:31].[H-:21].[Li+:22].[Na+:20].[O:32]=[CH:33][N:34]([CH3:35])[CH3:36]>>[Br:1][c:2]1[cH:3][c:4]2[c:5]([n:6]([CH3:24])[c:7]1=[O:8])[n:9](-[c:12]1[c:13]([F:19])[cH:14][cH:15][cH:16][c:17]1[F:18])[n:10][cH:11]2. Yields the product Cn1c(=O)c(Br)cc2cnn(-c3c(F)cccc3F)c21. Starting materials: [Br-], O=c1[nH]c2c(cnn2-c2c(F)cccc2F)cc1Br, CI, COCCOC, [H-], [Li+], [Na+], CN(C)C=O. Reactants: CN(C)C=O, CC#N, CC(C)N=C=NC(C)C, NCc1ccc(C2C(CCC(O)c3ccc(F)cc3)C(=O)N2c2ccc(F)cc2)cc1, O=C(O)COCCOCCNC(=O)C(O)C(O)C(O)C(O)CO, Oc1cccc2[nH]nnc12. Product: O=C(COCCOCCNC(=O)C(O)C(O)C(O)C(O)CO)NCc1ccc(C2C(CCC(O)c3ccc(F)cc3)C(=O)N2c2ccc(F)cc2)cc1. RXN SMILES: [CH3:74][N:75]([CH3:76])[CH:77]=[O:78].[CH3:79][C:80]#[N:81].[CH:55]([N:56]=[C:57]=[N:58][CH:59]([CH3:60])[CH3:61])([CH3:62])[CH3:63].[NH2:1][CH2:2][c:3]1[cH:4][cH:5][c:6]([CH:9]2[CH:10]([CH2:21][CH2:22][CH:23]([OH:24])[c:25]3[cH:26][cH:27][c:28]([F:31])[cH:29][cH:30]3)[C:11](=[O:20])[N:12]2[c:13]2[cH:14][cH:15][c:16]([F:19])[cH:17][cH:18]2)[cH:7][cH:8]1.[OH:32][CH:33]([C:34](=[O:35])[NH:36][CH2:37][CH2:38][O:39][CH2:40][CH2:41][O:42][CH2:43][C:44](=[O:45])[OH:46])[CH:47]([CH:48]([CH:49]([CH2:50][OH:51])[OH:52])[OH:53])[OH:54].[OH:64][c:65]1[c:66]2[n:67][n:68][nH:69][c:70]2[cH:71][cH:72][cH:73]1>>[NH:1]([CH2:2][c:3]1[cH:4][cH:5][c:6]([CH:9]2[CH:10]([CH2:21][CH2:22][CH:23]([OH:24])[c:25]3[cH:26][cH:27][c:28]([F:31])[cH:29][cH:30]3)[C:11](=[O:20])[N:12]2[c:13]2[cH:14][cH:15][c:16]([F:19])[cH:17][cH:18]2)[cH:7][cH:8]1)[C:44]([CH2:43][O:42][CH2:41][CH2:40][O:39][CH2:38][CH2:37][NH:36][C:34]([CH:33]([OH:32])[CH:47]([CH:48]([CH:49]([CH2:50][OH:51])[OH:52])[OH:53])[OH:54])=[O:35])=[O:45]. Reported procedure: Dissolved in toluene were 3.5 g (0.02 mole) of 3,4-dichloro-N-methylaniline and a catalytic amount of pyridine, followed by a dropwise addition of 1.9 g (0.022 mole) of diketene at 50° C. After completion of the the dropwise addition, the resultant mixture was heated under reflux for 3 hours. The reaction mixture was cooled, and its organic layer was then washed with water, water, a 10% aqueous solution of hydrochloric acid and a 5% aqueous solution of sodium hydrogencarbonate in order. The thus... RXN SMILES: [Cl:1][C:2]1[CH:3]=[C:4]([CH:7]=[CH:8][C:9]=1[Cl:10])[NH:5][CH3:6].N1C=CC=CC=1.[CH2:17]=[C:18]1[O:22][C:20](=[O:21])[CH2:19]1>C1(C)C=CC=CC=1>[Cl:1][C:2]1[CH:3]=[C:4]([CH:7]=[CH:8][C:9]=1[Cl:10])[N:5]([CH3:6])[C:20](=[O:21])[CH2:19][C:18]([CH3:17])=[O:22]. The solvent is C1(=CC=CC=C1)C (toluene). Reactants: ClC=1C=C(NC)C=CC1Cl (3,4-dichloro-N-methylaniline), resultant mixture, N1=CC=CC=C1 (pyridine), C=C1CC(=O)O1 (diketene). The product is ClC=1C=C(N(C(CC(=O)C)=O)C)C=CC1Cl (3',4'-dichloro-N-methylacetoacetoanilide). Starting materials: O=C([O-])[O-], CC(C)=CCCC(C)=CCBr, [K+], [K+], CN(C)C=O, COc1cccc(O)c1C=O. Product: COc1cccc(OCC=C(C)CCC=C(C)C)c1C=O. As a reaction SMILES: [C:23](=[O:24])([O-:25])[O-:26].[CH2:12]([CH:13]=[C:14]([CH3:15])[CH2:16][CH2:17][CH:18]=[C:19]([CH3:20])[CH3:21])[Br:22].[K+:27].[K+:28].[O:29]=[CH:30][N:31]([CH3:32])[CH3:33].[OH:1][c:2]1[c:3]([CH:4]=[O:5])[c:6]([O:10][CH3:11])[cH:7][cH:8][cH:9]1>>[O:1]([c:2]1[c:3]([CH:4]=[O:5])[c:6]([O:10][CH3:11])[cH:7][cH:8][cH:9]1)[CH2:12][CH:13]=[C:14]([CH3:15])[CH2:16][CH2:17][CH:18]=[C:19]([CH3:20])[CH3:21]. Reactants: C(C)(=O)OCCCl (2-chloroethyl acetate), N (ammonia), liquid, N (ammonia), C(C)(=O)N (acetamide). Run in [NH2-].[Na+] (sodium amide). Yields the product C(C)(=O)OCCNC(C)=O (N-acetoxyethylacetamide). Reaction SMILES: N.[C:2]([NH2:5])(=[O:4])[CH3:3].[C:6]([O:9][CH2:10][CH2:11]Cl)(=[O:8])[CH3:7]>[NH2-].[Na+]>[C:6]([O:9][CH2:10][CH2:11][NH:5][C:2](=[O:4])[CH3:3])(=[O:8])[CH3:7] |f:3.4|. Procedure: To 150 ml of liquid ammonia in which 7.8 g of sodium amide had been dissolved, was added 12 g of acetamide and the reaction mixture was reacted at room temperature for 5 hours in a pressure-resistant reaction tube. Then, 57 g of 2-chloroethyl acetate was added to the reaction solution, followed by a further reaction for 3 hours at room temperature. After the completion of the reaction, ammonia was distilled off and 10% aqueous hydrochloric acid solution was added to the resulting residue so as t... Starting materials: BrCc1ccccc1, O=C([O-])[O-], [K+], [K+], CN(C)C=O, Cc1cccc2nc(SCc3ccc(C(=O)c4ccc(O)cc4)cc3)n(C)c(=O)c12. The product is Cc1cccc2nc(SCc3ccc(C(=O)c4ccc(OCc5ccccc5)cc4)cc3)n(C)c(=O)c12. RXN SMILES: [Br:31][CH2:32][c:33]1[cH:34][cH:35][cH:36][cH:37][cH:38]1.[C:39](=[O:40])([O-:41])[O-:42].[K+:43].[K+:44].[O:45]=[CH:46][N:47]([CH3:48])[CH3:49].[OH:1][c:2]1[cH:3][cH:4][c:5]([C:6](=[O:7])[c:8]2[cH:9][cH:10][c:11]([CH2:12][S:13][c:14]3[n:15][c:16]4[cH:17][cH:18][cH:19][c:20]([CH3:26])[c:21]4[c:22](=[O:25])[n:23]3[CH3:24])[cH:27][cH:28]2)[cH:29][cH:30]1>>[O:1]([c:2]1[cH:3][cH:4][c:5]([C:6](=[O:7])[c:8]2[cH:9][cH:10][c:11]([CH2:12][S:13][c:14]3[n:15][c:16]4[cH:17][cH:18][cH:19][c:20]([CH3:26])[c:21]4[c:22](=[O:25])[n:23]3[CH3:24])[cH:27][cH:28]2)[cH:29][cH:30]1)[CH2:32][c:33]1[cH:34][cH:35][cH:36][cH:37][cH:38]1. Starting materials: CCCCBr, CO, COc1cc2c(c(Cl)c1OC)CCNCC2c1ccccc1, [K+], [OH-]. The product is CCCCN1CCc2c(cc(OC)c(OC)c2Cl)C(c2ccccc2)C1. RXN SMILES: [CH2:23]([CH2:24][CH2:25][CH3:26])[Br:27].[CH3:30][OH:31].[Cl:1][c:2]1[c:3]([O:21][CH3:22])[c:4]([O:19][CH3:20])[cH:5][c:6]2[c:12]1[CH2:11][CH2:10][NH:9][CH2:8][CH:7]2[c:13]1[cH:14][cH:15][cH:16][cH:17][cH:18]1.[K+:29].[OH-:28]>>[Cl:1][c:2]1[c:3]([O:21][CH3:22])[c:4]([O:19][CH3:20])[cH:5][c:6]2[c:12]1[CH2:11][CH2:10][N:9]([CH2:23][CH2:24][CH2:25][CH3:26])[CH2:8][CH:7]2[c:13]1[cH:14][cH:15][cH:16][cH:17][cH:18]1.